From a dataset of the Open Reaction Database (ORD), a public repository of structured organic reaction records. describe an organic reaction: reactants, conditions, products, and yield Reactants: P(=O)(Cl)(Cl)Cl (phosphorus oxychloride), NC1=C(C(=O)N)C=CC(=C1)Cl (2-amino-4-chlorobenzamide), ice water. Solvent: N1=CC=CC=C1 (pyridine). Yields the product NC1=C(C#N)C=CC(=C1)Cl (2-amino-4-chlorobenzonitrile). As a reaction SMILES: [NH2:1][C:2]1[CH:10]=[C:9]([Cl:11])[CH:8]=[CH:7][C:3]=1[C:4]([NH2:6])=O.P(Cl)(Cl)(Cl)=O>N1C=CC=CC=1>[NH2:1][C:2]1[CH:10]=[C:9]([Cl:11])[CH:8]=[CH:7][C:3]=1[C:4]#[N:6]. Procedure details: 85.3 g of 2-amino-4-chlorobenzamide obtained in Step (1) was dissolved in 350 ml of pyridine, and to the resulting solution, while maintaining it at 10° to 20° C., there was added dropwise 92 g of phosphorus oxychloride. After being reacted at room temperature for 1 hour, the reaction mixture was poured into ice water. The crystals thus-deposited were collected by filtration, washed with water and dried. Yield: 39 g (51.1%). Starting materials: COC(C)(C)C, CC(=O)[O-], CC(=O)[O-], CSC, ClCCl, Cc1ccc(S(=O)(=O)N=Cc2ccc([N+](=O)[O-])cc2)cc1, [Rh+2], [N-]=[N+]=Cc1ccccc1. The product is Cc1ccc(S(=O)(=O)N2C(c3ccccc3)C2c2ccc([N+](=O)[O-])cc2)cc1. As a reaction SMILES: [C:37]([O:38][CH3:39])([CH3:40])([CH3:41])[CH3:42].[C:43]([O-:44])(=[O:45])[CH3:46].[C:48]([O-:49])(=[O:50])[CH3:51].[CH3:1][S:2][CH3:3].[Cl:34][CH2:35][Cl:36].[N+:4](=[O:5])([O-:6])[c:7]1[cH:8][cH:9][c:10]([CH:11]=[N:12][S:13](=[O:14])(=[O:15])[c:16]2[cH:17][cH:18][c:19]([CH3:22])[cH:20][cH:21]2)[cH:23][cH:24]1.[Rh+2:47].[c:25]1([CH:31]=[N+:32]=[N-:33])[cH:26][cH:27][cH:28][cH:29][cH:30]1>>[N+:4](=[O:5])([O-:6])[c:7]1[cH:8][cH:9][c:10]([CH:11]2[N:12]([S:13](=[O:14])(=[O:15])[c:16]3[cH:17][cH:18][c:19]([CH3:22])[cH:20][cH:21]3)[CH:31]2[c:25]2[cH:26][cH:27][cH:28][cH:29][cH:30]2)[cH:23][cH:24]1. Reactants: Cl.NCCCP(O)(=O)CC1=CC=CC=C1 (3-aminopropyl(benzyl)phosphinic acid hydrochloride). Reagents/catalysts: Nishimura catalyst. Run in CO (methanol). Reaction conditions: time 4 hour. Product: NCCCP(O)(=O)CC1CCCCC1 (3-aminopropyl(cyclohexylmethyl)phosphinic acid). RXN SMILES: Cl.[NH2:2][CH2:3][CH2:4][CH2:5][P:6]([CH2:9][C:10]1[CH:15]=[CH:14][CH:13]=[CH:12][CH:11]=1)(=[O:8])[OH:7]>CO>[NH2:2][CH2:3][CH2:4][CH2:5][P:6]([CH2:9][CH:10]1[CH2:15][CH2:14][CH2:13][CH2:12][CH2:11]1)(=[O:7])[OH:8] |f:0.1|. Procedure: A mixture of 3.0 g of 3-aminopropyl(benzyl)phosphinic acid hydrochloride and 0.6 g of Nishimura catalyst in 30 ml of methanol is hydrogenated during 4 hours. The catalyst is filtered off and the solvent removed by evaporation. The residue is dissolved in 20 ml of methanol and 10 ml of propyleneoxide are added to the solution. Stirring for 3 hours affords a white solid which is filtered off and dried over phosphorous pentoxide to yield 3-aminopropyl(cyclohexylmethyl)phosphinic acid, m.p. 230° (de... Reactants: Cl.FC=1C=NN(C1)C(=N)N (4-fluoro-1H-pyrazole-1-carboxamidine hydrochloride), C[O-].[Na+] (sodium methoxide), C(C)OC=C(C(=O)OCC)C(=O)OCC (diethyl ethoxymethylenemalonate). Run in CCO (EtOH). Yields the product FC=1C=NN(C1)C1=NC=C(C(=N1)O)C(=O)OCC (Ethyl 2-(4-fluoro-1H-pyrazol-1-yl)-4-hydroxypyrimidine-5-carboxylate). Yield: 62.8%. RXN SMILES: Cl.[F:2][C:3]1[CH:4]=[N:5][N:6]([C:8]([NH2:10])=[NH:9])[CH:7]=1.C[O-].[Na+].C([O:16][CH:17]=[C:18]([C:24](OCC)=O)[C:19]([O:21][CH2:22][CH3:23])=[O:20])C>CCO>[F:2][C:3]1[CH:4]=[N:5][N:6]([C:8]2[N:10]=[C:17]([OH:16])[C:18]([C:19]([O:21][CH2:22][CH3:23])=[O:20])=[CH:24][N:9]=2)[CH:7]=1 |f:0.1,2.3|. Procedure: To a solution of 28-e (2 g, 12 mmol) in EtOH was added sodium methoxide (1 g, 18 mmol) and diethyl ethoxymethylenemalonate (2.64 g, 12 mmol). The reaction was cooled to room temperature, filtered and washed with EtOH and Et2O to afford the title product, 28-f, (1.9 g, 61%). The reactants are CN(C)c1ccncc1, O=S(=O)(Cl)C1CC1, ClCCl, O=c1[nH]c2c3occc3c(F)c(F)c2n1-c1ccc(I)cc1F. Yields the product O=c1[nH]c2c3occc3c(F)c(F)c2n1-c1ccc([IH]S(=O)(=O)C2CC2)cc1F. As a reaction SMILES: [CH3:34][N:35]([c:36]1[cH:37][cH:38][n:39][cH:40][cH:41]1)[CH3:42].[CH:24]1([S:27](=[O:28])(=[O:29])[Cl:30])[CH2:25][CH2:26]1.[Cl:31][CH2:32][Cl:33].[F:1][c:2]1[c:3]([F:23])[c:4]2[cH:5][cH:6][o:7][c:8]2[c:9]2[c:10]1[n:11](-[c:15]1[c:16]([F:22])[cH:17][c:18]([I:21])[cH:19][cH:20]1)[c:12](=[O:14])[nH:13]2>>[F:1][c:2]1[c:3]([F:23])[c:4]2[cH:5][cH:6][o:7][c:8]2[c:9]2[c:10]1[n:11](-[c:15]1[c:16]([F:22])[cH:17][c:18]([IH:21][S:27]([CH:24]3[CH2:25][CH2:26]3)(=[O:28])=[O:29])[cH:19][cH:20]1)[c:12](=[O:14])[nH:13]2. Product: COc1cc2ncn(CCBr)c(=O)c2cc1OC. Reaction SMILES: [Br:16][CH2:17][CH2:18][Br:19].[CH3:1][O:2][c:3]1[cH:4][c:5]2[c:6](=[O:15])[nH:7][cH:8][n:9][c:10]2[cH:11][c:12]1[O:13][CH3:14].[CH3:20][OH:21].[CH3:26][N:27]([CH3:28])[CH:29]=[O:30].[CH:22]([Cl:23])([Cl:24])[Cl:25]>>[CH3:1][O:2][c:3]1[cH:4][c:5]2[c:6](=[O:15])[n:7]([CH2:18][CH2:17][Br:16])[cH:8][n:9][c:10]2[cH:11][c:12]1[O:13][CH3:14]. Reactants: BrCCBr, COc1cc2nc[nH]c(=O)c2cc1OC, CO, CN(C)C=O, ClC(Cl)Cl.